describe an organic reaction: reactants, conditions, products, and yield From a dataset of the Open Reaction Database (ORD), a public repository of structured organic reaction records. The reactants are ClP(C1=CC=CC=C1)C1=CC=CC=C1 (chlorodiphenylphosphine), FC1=CC=C(C=C1)C1=NC(=NC(=C1CO)C(C)C)N(S(=O)(=O)C)C ([4-(4-fluorophenyl)-6-isopropyl-2-(N-methyl-N-methylsulfonylamino)pyrimidin-5-yl]methanol), C1CCC[C@@H]2CCCC[C@@H]12 (trans-decalin), S([O-])(O)=O.[Na+] (sodium bisulfite), [H-].[Na+] (sodium hydride), [I-].[Na+] (sodium iodide). The solvent is C(C)(=O)OCC (ethyl acetate). Reaction conditions: time 30 minute. Yields the product C1(=CC=CC=C1)P(=O)(C1=CC=CC=C1)CC=1C(=NC(=NC1C(C)C)N(S(=O)(=O)C)C)C1=CC=C(C=C1)F (N-[5-(Diphenylphosphinoylmethyl)-4-(4-fluorophenyl)-6-isopropylpyrimidin-2-yl]-N-methylmethanesulfonamide). Reaction SMILES: [F:1][C:2]1[CH:7]=[CH:6][C:5]([C:8]2[C:13]([CH2:14]O)=[C:12]([CH:16]([CH3:18])[CH3:17])[N:11]=[C:10]([N:19]([CH3:24])[S:20]([CH3:23])(=[O:22])=[O:21])[N:9]=2)=[CH:4][CH:3]=1.C1[C@H]2[C@@H](CCCC2)CCC1.[H-].[Na+].Cl[P:38]([C:45]1[CH:50]=[CH:49][CH:48]=[CH:47][CH:46]=1)[C:39]1[CH:44]=[CH:43][CH:42]=[CH:41][CH:40]=1.[I-].[Na+].S(=O)(O)[O-:54].[Na+]>C(OCC)(=O)C>[C:39]1([P:38]([CH2:14][C:13]2[C:8]([C:5]3[CH:6]=[CH:7][C:2]([F:1])=[CH:3][CH:4]=3)=[N:9][C:10]([N:19]([CH3:24])[S:20]([CH3:23])(=[O:22])=[O:21])=[N:11][C:12]=2[CH:16]([CH3:18])[CH3:17])([C:45]2[CH:50]=[CH:49][CH:48]=[CH:47][CH:46]=2)=[O:54])[CH:44]=[CH:43][CH:42]=[CH:41][CH:40]=1 |f:2.3,5.6,7.8|. Reported procedure: 1.00 g (2.83 mmol) of [4-(4-fluorophenyl)-6-isopropyl-2-(N-methyl-N-methylsulfonylamino)pyrimidin-5-yl]methanol was initially charged in 5 ml of cis/trans-decalin and admixed with 204 mg (4.68 mmol) of sodium hydride (55 percent dispersion in mineral oil). After 30 min at room temperature, 680 mg (2.93 mmol) of chlorodiphenylphosphine was added with vigorous stirring over a period of 6 min. The mixture was admixed with 52.2 mg (0.35 mmol) of sodium iodide and heated at 184° to 186° C. for 2 h, 1...